From a dataset of the Open Reaction Database (ORD), a public repository of structured organic reaction records. describe an organic reaction: reactants, conditions, products, and yield Product: C(=O)(O)[C@H](O)[C@@H](O)C(=O)O.N1(C=NC=C1)C=1C=C2C=NC(=NC2=CC1)C1=CC=CC=C1 (6-(1H-imidazol-1-yl)-2-phenylquinazoline (L) tartrate). Starting materials: N1(C=NC=C1)C=1C=C2C=NC(=NC2=CC1)C1=CC=CC=C1 (6-(1H-Imidazol-1-yl)-2-phenylquinazoline), C([C@H](O)[C@@H](O)C(=O)O)(=O)O (L-tartaric acid). Reaction conditions: temperature 0 celsius, time 3 day. Solvent: C(C)#N (acetonitrile). RXN SMILES: [N:1]1([C:6]2[CH:7]=[C:8]3[C:13](=[CH:14][CH:15]=2)[N:12]=[C:11]([C:16]2[CH:21]=[CH:20][CH:19]=[CH:18][CH:17]=2)[N:10]=[CH:9]3)[CH:5]=[CH:4][N:3]=[CH:2]1.[C:22]([OH:31])(=[O:30])[C@@H:23]([C@H:25]([C:27]([OH:29])=[O:28])[OH:26])[OH:24]>C(#N)C>[C:27]([C@@H:25]([C@H:23]([C:22]([OH:31])=[O:30])[OH:24])[OH:26])([OH:29])=[O:28].[N:1]1([C:6]2[CH:7]=[C:8]3[C:13](=[CH:14][CH:15]=2)[N:12]=[C:11]([C:16]2[CH:21]=[CH:20][CH:19]=[CH:18][CH:17]=2)[N:10]=[CH:9]3)[CH:5]=[CH:4][N:3]=[CH:2]1 |f:3.4|. Reported procedure: 6-(1H-Imidazol-1-yl)-2-phenylquinazoline, 50 mg (0.18 mmol), is suspended in 4 mL of acetonitrile, the mixture is then heated at reflux and 30 mg of L-tartaric acid are added, the suspension is heated at reflux for a further 30 min, it is filtered and then cooled to 0° C., and the resulting suspension is stirred at 25° C. for three days and then filtered and dried at 20° C., 20 mmHg, for 12 hours. 30 mg of product are obtained in the form of yellow crystals, KF=14.67%, Calculated for C17H12N4.C4... Reactants: CC(=O)Cl, CCc1cc2c(N3CCN(C(=O)C4CCCNC4)CC3)ncnc2s1, ClCCl, CCN(C(C)C)C(C)C. The product is CCc1cc2c(N3CCN(C(=O)C4CCCN(C(C)=O)C4)CC3)ncnc2s1. RXN SMILES: [C:26]([CH3:27])(=[O:28])[Cl:29].[CH2:1]([CH3:2])[c:3]1[cH:4][c:5]2[c:6]([n:7][cH:8][n:9][c:10]2[N:11]2[CH2:12][CH2:13][N:14]([C:17](=[O:18])[CH:19]3[CH2:20][NH:21][CH2:22][CH2:23][CH2:24]3)[CH2:15][CH2:16]2)[s:25]1.[CH2:30]([Cl:31])[Cl:32].[CH:33]([N:34]([CH:35]([CH3:36])[CH3:37])[CH2:38][CH3:39])([CH3:40])[CH3:41]>>[CH2:1]([CH3:2])[c:3]1[cH:4][c:5]2[c:6]([n:7][cH:8][n:9][c:10]2[N:11]2[CH2:12][CH2:13][N:14]([C:17](=[O:18])[CH:19]3[CH2:20][N:21]([C:26]([CH3:27])=[O:28])[CH2:22][CH2:23][CH2:24]3)[CH2:15][CH2:16]2)[s:25]1. Run in O1CCCC1 (tetrahydrofuran), C1CCOC1 (THF). Reactants: C(C)(C)(C)OC(=O)N[C@@H](CCC(=O)OC(C)(C)C)C(=O)N(C)OC ((S)-tert-Butyl 4-(tert-butoxycarbonylamino)-5-(methoxy(methyl)amino)-5-oxopentanoate), C(=C)[Mg]Br (Vinylmagnesium bromide). Reported procedure: (S)-tert-Butyl 4-(tert-butoxycarbonylamino)-5-(methoxy(methyl)amino)-5-oxopentanoate (4.12 g, 12.2 mmol) was dissolved in anhydrous tetrahydrofuran (100 mL) and cooled to −70° C. under nitrogen. Vinylmagnesium bromide (37 mL, 1.0 M soln in THF, 3.0 eq) was added dropwise. The reaction stirred for 30 min at −70° C. and was then the cooling bath was removed and the reaction stirred at room temperature overnight. The mixture was colled on in an ice bath and acetic anhydride (20 mL) was added, follo... Reaction conditions: temperature -70 celsius, time 30 minute. Reaction SMILES: [C:1]([O:5][C:6]([NH:8][C@H:9]([C:19](N(OC)C)=[O:20])[CH2:10][CH2:11][C:12]([O:14][C:15]([CH3:18])([CH3:17])[CH3:16])=[O:13])=[O:7])([CH3:4])([CH3:3])[CH3:2].[CH:25]([Mg]Br)=[CH2:26]>O1CCCC1>[C:1]([O:5][C:6]([NH:8][C@H:9]([C:19](=[O:20])[CH:25]=[CH2:26])[CH2:10][CH2:11][C:12]([O:14][C:15]([CH3:16])([CH3:17])[CH3:18])=[O:13])=[O:7])([CH3:2])([CH3:3])[CH3:4]. The product is C(C)(C)(C)OC(=O)N[C@@H](CCC(=O)OC(C)(C)C)C(C=C)=O ((S)-tert-butyl 4-(tert-butoxycarbonylamino)-5-oxohept-6-enoate). Reactants: O=C([O-])[O-], O=[N+]([O-])c1cc(OCc2ccccc2)ccc1Cl, CC(C)(C)OC(=O)Nc1ccc(B2OC(C)(C)C(C)(C)O2)cc1, CCOC(C)=O, [Na+], [Na+], C1COCCO1, c1ccc(P(c2ccccc2)(c2ccccc2)[Pd](P(c2ccccc2)(c2ccccc2)c2ccccc2)(P(c2ccccc2)(c2ccccc2)c2ccccc2)P(c2ccccc2)(c2ccccc2)c2ccccc2)cc1. Yields the product CC(C)(C)OC(=O)Nc1ccc(-c2ccc(OCc3ccccc3)cc2[N+](=O)[O-])cc1. Reaction SMILES: [C:42](=[O:43])([O-:44])[O-:45].[CH2:1]([c:2]1[cH:3][cH:4][cH:5][cH:6][cH:7]1)[O:8][c:9]1[cH:10][c:11]([N+:16](=[O:17])[O-:18])[c:12]([Cl:15])[cH:13][cH:14]1.[CH3:19][C:20]1([CH3:21])[C:22]([CH3:23])([CH3:24])[O:25][B:26]([c:27]2[cH:28][cH:29][c:30]([NH:33][C:34]([O:35][C:36]([CH3:37])([CH3:38])[CH3:39])=[O:40])[cH:31][cH:32]2)[O:41]1.[CH3:48][CH2:49][O:50][C:51]([CH3:52])=[O:53].[Na+:46].[Na+:47].[O:54]1[CH2:55][CH2:56][O:57][CH2:58][CH2:59]1.[cH:60]1[cH:61][cH:62][c:63]([P:64]([Pd:65]([P:66]([c:67]2[cH:68][cH:69][cH:70][cH:71][cH:72]2)([c:73]2[cH:74][cH:75][cH:76][cH:77][cH:78]2)[c:79]2[cH:80][cH:81][cH:82][cH:83][cH:84]2)([P:85]([c:86]2[cH:87][cH:88][cH:89][cH:90][cH:91]2)([c:92]2[cH:93][cH:94][cH:95][cH:96][cH:97]2)[c:98]2[cH:99][cH:100][cH:101][cH:102][cH:103]2)[P:104]([c:105]2[cH:106][cH:107][cH:108][cH:109][cH:110]2)([c:111]2[cH:112][cH:113][cH:114][cH:115][cH:116]2)[c:117]2[cH:118][cH:119][cH:120][cH:121][cH:122]2)([c:123]2[cH:124][cH:125][cH:126][cH:127][cH:128]2)[c:129]2[cH:130][cH:131][cH:132][cH:133][cH:134]2)[cH:135][cH:136]1>>[CH2:1]([c:2]1[cH:3][cH:4][cH:5][cH:6][cH:7]1)[O:8][c:9]1[cH:10][c:11]([N+:16](=[O:17])[O-:18])[c:12](-[c:27]2[cH:28][cH:29][c:30]([NH:33][C:34]([O:35][C:36]([CH3:37])([CH3:38])[CH3:39])=[O:40])[cH:31][cH:32]2)[cH:13][cH:14]1. Starting materials: BrCc1ccc(Br)cc1, O=C([O-])[O-], CC#N, FC(F)(F)c1ccc(Nn2cnnc2)cc1, [K+], [K+]. The product is FC(F)(F)c1ccc(N(Cc2ccc(Br)cc2)n2cnnc2)cc1. As a reaction SMILES: [Br:17][c:18]1[cH:19][cH:20][c:21]([CH2:22][Br:23])[cH:24][cH:25]1.[C:26](=[O:27])([O-:28])[O-:29].[CH3:32][C:33]#[N:34].[F:1][C:2]([c:3]1[cH:4][cH:5][c:6]([NH:9][n:10]2[cH:11][n:12][n:13][cH:14]2)[cH:7][cH:8]1)([F:15])[F:16].[K+:30].[K+:31]>>[F:1][C:2]([c:3]1[cH:4][cH:5][c:6]([N:9]([n:10]2[cH:11][n:12][n:13][cH:14]2)[CH2:22][c:21]2[cH:20][cH:19][c:18]([Br:17])[cH:25][cH:24]2)[cH:7][cH:8]1)([F:15])[F:16]. The reactants are Cl, CC(NC(=O)Cc1cccc([N+](=O)[O-])c1)C(=O)O, CCC(N)C(=O)OC, CCC(N)C(=O)O. Yields the product CCC(NC(=O)C(C)NC(=O)Cc1cccc([N+](=O)[O-])c1)C(=O)OC. RXN SMILES: [ClH:19].[N+:1](=[O:2])([O-:3])[c:4]1[cH:5][c:6]([CH2:10][C:11](=[O:12])[NH:13][CH:14]([CH3:15])[C:16](=[O:17])[OH:18])[cH:7][cH:8][cH:9]1.[NH2:20][CH:21]([C:22](=[O:23])[O:24][CH3:25])[CH2:26][CH3:27].[NH2:28][CH:29]([CH2:30][CH3:31])[C:32]([OH:33])=[O:34]>>[N+:1](=[O:2])([O-:3])[c:4]1[cH:5][c:6]([CH2:10][C:11](=[O:12])[NH:13][CH:14]([CH3:15])[C:16](=[O:18])[NH:20][CH:21]([C:22](=[O:23])[O:24][CH3:25])[CH2:26][CH3:27])[cH:7][cH:8][cH:9]1. Reactants: [BH4-], CO, [Na+], CC(=O)c1cccc(-c2ccnc(NCCc3ccc(O)cc3)n2)c1. Yields the product CC(O)c1cccc(-c2ccnc(NCCc3ccc(O)cc3)n2)c1. As a reaction SMILES: [BH4-:26].[CH3:28][OH:29].[Na+:27].[OH:1][c:2]1[cH:3][cH:4][c:5]([CH2:8][CH2:9][NH:10][c:11]2[n:12][cH:13][cH:14][c:15](-[c:17]3[cH:18][c:19]([C:23]([CH3:24])=[O:25])[cH:20][cH:21][cH:22]3)[n:16]2)[cH:6][cH:7]1>>[OH:1][c:2]1[cH:3][cH:4][c:5]([CH2:8][CH2:9][NH:10][c:11]2[n:12][cH:13][cH:14][c:15](-[c:17]3[cH:18][c:19]([CH:23]([CH3:24])[OH:25])[cH:20][cH:21][cH:22]3)[n:16]2)[cH:6][cH:7]1. Starting materials: O (Water), N1C=NC=C1 (Imidazole), [Si](C)(C)(C(C)(C)C)Cl (tert-butyldimethylsilyl chloride), C(=O)(OC)[C@@H]1[C@H]2CC[C@@H](C[C@@H]1O)N2C (2β-Carbomethoxy-3β-hydroxytropane). Solvent: CN(C)C=O (DMF). Run at time 8 hour. Product: [Si](C)(C)(C(C)(C)C)O[C@@H]1[C@@H]([C@H]2CC[C@@H](C1)N2C)C(=O)OC (3β-(t-Butyldimethylsilyloxy)-2β-(methoxycarbonyl)tropane). The yield is 59.1%. Reaction SMILES: [C:1]([C@H:5]1[C@@H:11]([OH:12])[CH2:10][C@H:9]2[N:13]([CH3:14])[C@@H:6]1[CH2:7][CH2:8]2)([O:3][CH3:4])=[O:2].N1C=CN=C1.[Si:20](Cl)([C:23]([CH3:26])([CH3:25])[CH3:24])([CH3:22])[CH3:21].O>CN(C=O)C>[Si:20]([O:12][C@H:11]1[CH2:10][C@H:9]2[N:13]([CH3:14])[C@H:6]([CH2:7][CH2:8]2)[C@H:5]1[C:1]([O:3][CH3:4])=[O:2])([C:23]([CH3:26])([CH3:25])[CH3:24])([CH3:22])[CH3:21]. Procedure details: 2β-Carbomethoxy-3β-hydroxytropane (304 mg, 1.43 mmol) was dissolved in 4 mL of dry DMF. Imidazole (208 mg, 3.01 mmol) and tert-butyldimethylsilyl chloride (345 mg, 2.29 mmol) were added, and the reaction mixture was stirred overnight. Water was then added, and the mixture was extracted with ether. The combined organic layers were washed with water and brine and dried over MgSO4. The solvent was evaporated in vacuo, and the residue was chromatographed on silica gel half-saturated with ammonia usi...